From a dataset of the Open Reaction Database (ORD), a public repository of structured organic reaction records. describe an organic reaction: reactants, conditions, products, and yield The reactants are ClCCCCS(=O)(=O)Cl (4-chloro-1-butanesulphonyl chloride), C(NN)(=O)OC(C)(C)C (tert-butyl carbazate), N1=CC=CC=C1 (pyridine). The solvent is C(C)OCC (diethyl ether), C(C)OCC (diethyl ether). Run at time 72 hour. Product: ClCCCCS(=O)(=O)N(C(=O)OC(C)(C)C)N (tert-butyl 2-[(4-chlorobutyl)sulphonyl]carbazate). The yield is 17.1%. As a reaction SMILES: [Cl:1][CH2:2][CH2:3][CH2:4][CH2:5][S:6](Cl)(=[O:8])=[O:7].[C:10]([O:14][C:15]([CH3:18])([CH3:17])[CH3:16])(=[O:13])[NH:11][NH2:12].N1C=CC=CC=1>C(OCC)C>[Cl:1][CH2:2][CH2:3][CH2:4][CH2:5][S:6]([N:11]([NH2:12])[C:10]([O:14][C:15]([CH3:18])([CH3:17])[CH3:16])=[O:13])(=[O:8])=[O:7]. Procedure details: A solution of 40 g of 4-chloro-1-butanesulphonyl chloride in 400 ml of diethyl ether was added dropwise to a solution of 30.4 g of tert-butyl carbazate and 17 ml of pyridine in 400 ml of diethyl ether at room temperature. The mixture was stirred at room temperature for 72 hours and then washed with water. The separated organic phase was dried over anhydrous magnesium sulphate. The oily residue obtained after evaporation of the solvent was purified by flash column chromatography on silica gel usi... The reactants are OC(C(=O)NC(CCCC=1C=NC=CC1)C)C1=CC=CC=C1 (alpha-hydroxy-N-[1-methyl-4-(3-pyridinyl)butyl]benzeneacetamide). Solvent: Cl (HCl). Yields the product C[C@@H](CCCC=1C=NC=CC1)N ((S)-alpha-methyl-3-pyridinebutanamine). Reaction SMILES: OC(C1C=CC=CC=1)C([NH:5][CH:6]([CH3:16])[CH2:7][CH2:8][CH2:9][C:10]1[CH:11]=[N:12][CH:13]=[CH:14][CH:15]=1)=O>Cl>[CH3:16][C@H:6]([NH2:5])[CH2:7][CH2:8][CH2:9][C:10]1[CH:11]=[N:12][CH:13]=[CH:14][CH:15]=1. Procedure: As in Example 16, a solution of 16.3 g of [S-(S*,S*)]-alpha-hydroxy-N-[1-methyl-4-(3-pyridinyl)butyl]benzeneacetamide in 160 mL of 6N HCl was heated at reflux for 22 hours. The crude product, obtained by the usual work up was distilled to yield 8.3 g of (S)-alpha-methyl-3-pyridinebutanamine, (bp 85°-87° C./0.1 mm). The product is C(C)C=1C(=NC=2N(C1C)C=C(N2)C=2OC(=NN2)C)OC (6-ethyl-7-methoxy-5-methyl-2-(5-methyl-1,3,4-oxadiazol-2-yl)imidazo[1,2-a]pyrimidine). Starting materials: C(C)C=1C(=NC=2N(C1C)C=C(N2)C(=O)NN)OC (6-ethyl-7-methoxy-5-methylimidazo[1,2-a]pyrimidine-2-carbohydrazide), C(C)(=O)OC(C)=O (acetic anhydride). As a reaction SMILES: [CH2:1]([C:3]1[C:4]([O:17][CH3:18])=[N:5][C:6]2[N:7]([CH:10]=[C:11]([C:13]([NH:15][NH2:16])=[O:14])[N:12]=2)[C:8]=1[CH3:9])[CH3:2].[C:19](OC(=O)C)(=O)[CH3:20]>>[CH2:1]([C:3]1[C:4]([O:17][CH3:18])=[N:5][C:6]2[N:7]([CH:10]=[C:11]([C:13]3[O:14][C:19]([CH3:20])=[N:16][N:15]=3)[N:12]=2)[C:8]=1[CH3:9])[CH3:2]. Reported procedure: Using the procedure of Steps B and C of Example 3, 6-ethyl-7-methoxy-5-methylimidazo[1,2-a]pyrimidine-2-carbohydrazide and acetic anhydride were reacted to obtain a 34% yield of 6-ethyl-7-methoxy-5-methyl-2-(5-methyl-1,3,4-oxadiazol-2-yl)imidazo[1,2-a]pyrimidine. Isolated yield 34.0%. The reactants are C#CCBr, CC(C)=O, [K+], [K+], O=C([O-])[O-], O, O=[N+]([O-])c1ccc(O)cc1. Yields the product C#CCOc1ccc([N+](=O)[O-])cc1. Reaction SMILES: [CH2:11]([C:12]#[CH:13])[Br:14].[CH3:21][C:22](=[O:23])[CH3:24].[K+:15].[K+:16].[O-:17][C:18]([O-:19])=[O:20].[OH2:25].[OH:1][c:2]1[cH:3][cH:4][c:5]([N+:8]([O-:9])=[O:10])[cH:6][cH:7]1>>[O:1]([c:2]1[cH:3][cH:4][c:5]([N+:8]([O-:9])=[O:10])[cH:6][cH:7]1)[CH2:13][C:12]#[CH:11]. Starting materials: CCN(C(C)C)C(C)C (DIEA), ClC1=NC=NC(=N1)Cl (2,4-Dichloro-1,3,5-triazine), ClC=1C=C(N)C(=CC1)C (3-chloro-6-methylaniline). Solvent: CN(C)C=O (DMF). Conditions: temperature 0 celsius. Product: ClC=1C=CC(=C(C1)NC1=NC=NC(=N1)Cl)C ((5-chloro-2-methyl-phenyl)-(4-chloro-[1,3,5]triazin-2-yl)-amine). Reaction SMILES: Cl[C:2]1[N:7]=[C:6]([Cl:8])[N:5]=[CH:4][N:3]=1.CCN(C(C)C)C(C)C.[Cl:18][C:19]1[CH:20]=[C:21]([C:23]([CH3:26])=[CH:24][CH:25]=1)[NH2:22]>CN(C=O)C>[Cl:18][C:19]1[CH:25]=[CH:24][C:23]([CH3:26])=[C:21]([NH:22][C:2]2[N:7]=[C:6]([Cl:8])[N:5]=[CH:4][N:3]=2)[CH:20]=1. Procedure details: 2,4-Dichloro-1,3,5-triazine (3 g, 20 mmol) was dissolved in DMF (20 mL) under N2 and cooled to 0° C. DIEA (2.58 g, 20 mmol) was added, followed by 3-chloro-6-methylaniline (2.83 g, 20 mmol). The reaction solution was stirred with gradual warming to RT. The reaction was quenched after 3 h with water, then extracted 3 times with EtOAc. The EtOAc extracts were washed with brine, combined, dried over Na2SO4, filtered, and concentrated. The crude was purified by silica gel chromatography (25%, 40%, 6... Reactants: C(C)(C)(C)OC(=O)N1[C@@H](CC(C1)=NOC)C(=O)O ((2S,4EZ)-1-(tert-butoxycarbonyl)-4-(methoxyimino)-2-pyrrolidinecarboxylic acid), ClC=1C=C(C=CC1Cl)C1=CC=C(C=C1)C(=O)O (3′,4′-dichloro[1,1′-biphenyl]-4-carboxylic acid), NCC(O)C1=CC=C(C=C1)O (4-[(1RS)-2-amino-1-hydroxyethyl]phenol). Yields the product ClC=1C=C(C=CC1Cl)C1=CC=C(C=C1)C(=O)N1[C@@H](CC(C1)=NOC)C(=O)NCC(C1=CC=C(C=C1)O)O ((2S,4EZ)-1-[(3′,4′-dichloro[1,1′-biphenyl]-4-yl)carbonyl]-N-[(2RS)-2-hydroxy-2-(4-hydroxyphenyl)ethyl]-4-(methoxyimino)-2-pyrrolidinecarboxamide). RXN SMILES: C(O[C:6]([N:8]1[CH2:12][C:11](=[N:13][O:14][CH3:15])[CH2:10][C@H:9]1[C:16]([OH:18])=O)=[O:7])(C)(C)C.[Cl:19][C:20]1[CH:21]=[C:22]([C:27]2[CH:32]=[CH:31][C:30](C(O)=O)=[CH:29][CH:28]=2)[CH:23]=[CH:24][C:25]=1[Cl:26].[NH2:36][CH2:37][CH:38]([C:40]1[CH:45]=[CH:44][C:43]([OH:46])=[CH:42][CH:41]=1)[OH:39]>>[Cl:19][C:20]1[CH:21]=[C:22]([C:27]2[CH:28]=[CH:29][C:30]([C:6]([N:8]3[CH2:12][C:11](=[N:13][O:14][CH3:15])[CH2:10][C@H:9]3[C:16]([NH:36][CH2:37][CH:38]([OH:39])[C:40]3[CH:45]=[CH:44][C:43]([OH:46])=[CH:42][CH:41]=3)=[O:18])=[O:7])=[CH:31][CH:32]=2)[CH:23]=[CH:24][C:25]=1[Cl:26]. Reported procedure: Following the general method as outlined in Example 22, starting from (2S,4EZ)-1-(tert-butoxycarbonyl)-4-(methoxyimino)-2-pyrrolidinecarboxylic acid, 3′,4′-dichloro[1,1′-biphenyl]-4-carboxylic acid, and 4-[(1RS)-2-amino-1-hydroxyethyl]phenol, the title compound was obtained in 86% purity by HPLC. MS(ESI+): m/z=543. The reactants are [Na] (Sodium), C(C)OC(=O)N=C=S (ethoxycarbonylisothiocyanate), C(CC#N)#N (malononitrile). Solvent: C(C)O (ethanol). Conditions: time 30 minute. Product: [Na] (sodium), C(#N)C(=C([S-])NC(=O)OCC)C#N (2,2-dicyano-1-ethoxycarbonylamino-ethenethiolate). Reaction SMILES: [Na:1].[C:2](#[N:6])[CH2:3][C:4]#[N:5].[CH2:7]([O:9][C:10]([N:12]=[C:13]=[S:14])=[O:11])[CH3:8]>C(O)C>[Na:1].[C:4]([C:3]([C:2]#[N:6])=[C:13]([NH:12][C:10]([O:9][CH2:7][CH3:8])=[O:11])[S-:14])#[N:5] |^1:0,17|. Procedure details: Sodium metal (1.01 g, 44 mmol) was dissolved in 40 mL of ethanol at ambient temperature. The resulting solution was cooled in an ice bath, and malononitrile (2.91 g, 44 mmol) was added. The ice bath was removed, and the mixture was stirred at ambient temperature for 30 minutes. After cooling to 0° C., ethoxycarbonylisothiocyanate (5.77 g, 44 mmol) was added, and the mixture was allowed to warm to ambient temperature overnight. The mixture was concentrated in vacuo, and the residue solidified upo... Starting materials: CO, COC(=O)c1cc(OC)c([N+](=O)[O-])cc1F. Product: COC(=O)c1cc(OC)c(N)cc1F. RXN SMILES: [CH3:17][OH:18].[F:1][c:2]1[c:3]([C:4](=[O:5])[O:6][CH3:7])[cH:8][c:9]([O:15][CH3:16])[c:10]([N+:12]([O-:13])=[O:14])[cH:11]1>>[F:1][c:2]1[c:3]([C:4](=[O:5])[O:6][CH3:7])[cH:8][c:9]([O:15][CH3:16])[c:10]([NH2:12])[cH:11]1. Reactants: Cl.C1(=CC=CC=C1)C(CC(=O)OCC)C1=CNC2=CC(=CC=C12)OCCCN (Ethyl 3-phenyl-3-[6-(3-aminopropoxy)indol-3-yl]propionate Hydrochloride), ClC1=NC=CC=C1[N+](=O)[O-] (2-chloro-3-nitropyridine). The solvent is C(C)N(CC)CC (triethylamine). Product: [N+](=O)([O-])C=1C(=NC=CC1)NCCCOC1=CC=C2C(=CNC2=C1)C(CC(=O)O)C1=CC=CC=C1 (3-{6-[3-(3-nitropyridin-2-ylamino)propoxy]-1H-indol-3-yl}-3-phenylpropionic acid). Reaction SMILES: Cl.[C:2]1([CH:8]([C:15]2[C:23]3[C:18](=[CH:19][C:20]([O:24][CH2:25][CH2:26][CH2:27][NH2:28])=[CH:21][CH:22]=3)[NH:17][CH:16]=2)[CH2:9][C:10]([O:12]CC)=[O:11])[CH:7]=[CH:6][CH:5]=[CH:4][CH:3]=1.Cl[C:30]1[C:35]([N+:36]([O-:38])=[O:37])=[CH:34][CH:33]=[CH:32][N:31]=1>C(N(CC)CC)C>[N+:36]([C:35]1[C:30]([NH:28][CH2:27][CH2:26][CH2:25][O:24][C:20]2[CH:19]=[C:18]3[C:23]([C:15]([CH:8]([C:2]4[CH:3]=[CH:4][CH:5]=[CH:6][CH:7]=4)[CH2:9][C:10]([OH:12])=[O:11])=[CH:16][NH:17]3)=[CH:22][CH:21]=2)=[N:31][CH:32]=[CH:33][CH:34]=1)([O-:38])=[O:37] |f:0.1|. Procedure details: Analogously to Example 18, the compound 35, prepared in accordance with Example 14.2, is reacted with 2-chloro-3-nitropyridine and triethylamine, giving 3-{6-[3-(3-nitropyridin-2-ylamino)propoxy]-1H-indol-3-yl}-3-phenylpropionic acid. After preparative HPLC: 3-{6-[3-(3-nitropyridin-2-yl-amino)propoxy]-1H-indol-3-yl}-3-phenylpropionic acid trifluoroacetate. Reactants: OC1=CC=C(C(=O)C2=CC=C(CSC3=NC4=CC=CC(=C4C(N3C)=O)C)C=C2)C=C1 (2-[4-(4-hydroxybenzoyl)benzylthio]-3,5-dimethyl-4(3H)-quinazolinone), CN(C(=O)Cl)C (dimethylcarbamoyl chloride), C([O-])([O-])=O.[K+].[K+] (potassium carbonate). Run in CN(C)C=O (DMF). Yields the product CN1C(=NC2=CC=CC(=C2C1=O)C)SCC1=CC=C(C=C1)C(C1=CC=C(C=C1)OC(N(C)C)=O)=O (3,5-Dimethyl-2-[4-[4-(N,N-dimethylcarbamoyloxy)-benzoyl]benzylthio]-4(3H)-quinazolinone). As a reaction SMILES: [OH:1][C:2]1[CH:30]=[CH:29][C:5]([C:6]([C:8]2[CH:28]=[CH:27][C:11]([CH2:12][S:13][C:14]3[N:23]([CH3:24])[C:22](=[O:25])[C:21]4[C:16](=[CH:17][CH:18]=[CH:19][C:20]=4[CH3:26])[N:15]=3)=[CH:10][CH:9]=2)=[O:7])=[CH:4][CH:3]=1.[CH3:31][N:32]([CH3:36])[C:33](Cl)=[O:34].C(=O)([O-])[O-].[K+].[K+]>CN(C=O)C>[CH3:24][N:23]1[C:22](=[O:25])[C:21]2[C:16](=[CH:17][CH:18]=[CH:19][C:20]=2[CH3:26])[N:15]=[C:14]1[S:13][CH2:12][C:11]1[CH:27]=[CH:28][C:8]([C:6](=[O:7])[C:5]2[CH:4]=[CH:3][C:2]([O:1][C:33](=[O:34])[N:32]([CH3:36])[CH3:31])=[CH:30][CH:29]=2)=[CH:9][CH:10]=1 |f:2.3.4|. Procedure details: A solution of 2-[4-(4-hydroxybenzoyl)benzylthio]-3,5-dimethyl-4(3H)-quinazolinone (478 mg), dimethylcarbamoyl chloride (0.15 ml) and potassium carbonate (315 mg) in DMF (7 ml) was stirred at 50° C. for 48 hours. This reaction mixture was concentrated and the residue was dissolved in ethyl acetate. The solution was washed with water, dried, and concentrated. The residue was recrystallized from ethyl acetate to provide the title compound as colorless solid (346 mg).